Dataset: the Open Reaction Database (ORD), a public repository of structured organic reaction records. Task: describe an organic reaction: reactants, conditions, products, and yield Starting materials: C1CCOC1, COC(=O)c1ccc(-n2ccc(C(F)(F)F)n2)cn1, CO, [Li+], [OH-], O. The product is O=C(O)c1ccc(-n2ccc(C(F)(F)F)n2)cn1. Reaction SMILES: [CH2:24]1[O:25][CH2:26][CH2:27][CH2:28]1.[CH3:1][O:2][C:3](=[O:4])[c:5]1[n:6][cH:7][c:8](-[n:11]2[n:12][c:13]([C:16]([F:17])([F:18])[F:19])[cH:14][cH:15]2)[cH:9][cH:10]1.[CH3:22][OH:23].[Li+:21].[OH-:20].[OH2:29]>>[O:2]=[C:3]([OH:4])[c:5]1[n:6][cH:7][c:8](-[n:11]2[n:12][c:13]([C:16]([F:17])([F:18])[F:19])[cH:14][cH:15]2)[cH:9][cH:10]1. Reactants: solution, Cl (hydrogen chloride), O (Water), Cl.O=C1C(=CNN1C1=CC=C(C=N1)C#N)C=1C=NC=CC1 (6-(5-Oxo-4-pyridin-3-yl-2,5-dihydro-1H-pyrazol-1-yl)pyridine-3-carbonitrile hydrochloride), solution, Cl (hydrogen chloride). Reagents/catalysts: [Pd] (palladium on carbon). The solvent is O1CCOCC1 (dioxane), C(C)(=O)O (acetic acid), O1CCOCC1 (dioxane). Run at time 96 hour. Yields the product Cl.Cl.NCC=1C=CC(=NC1)N1NC=C(C1=O)C=1C=NC=CC1 (2-[5-(Aminomethyl)pyridin-2-yl]-4-pyridin-3-yl-1,2-dihydro-3H-pyrazol-3-one dihydrochloride). Reaction SMILES: [ClH:1].[O:2]=[C:3]1[N:7]([C:8]2[N:13]=[CH:12][C:11]([C:14]#[N:15])=[CH:10][CH:9]=2)[NH:6][CH:5]=[C:4]1[C:16]1[CH:17]=[N:18][CH:19]=[CH:20][CH:21]=1.Cl.O>C(O)(=O)C.O1CCOCC1.[Pd]>[ClH:1].[ClH:1].[NH2:15][CH2:14][C:11]1[CH:10]=[CH:9][C:8]([N:7]2[C:3](=[O:2])[C:4]([C:16]3[CH:17]=[N:18][CH:19]=[CH:20][CH:21]=3)=[CH:5][NH:6]2)=[N:13][CH:12]=1 |f:0.1,7.8.9|. Reported procedure: 10.0 g (38.0 mmol) of the compound from Example 12 are initially charged in 300 ml of acetic acid. 20 ml of a 4 N solution of hydrogen chloride in dioxane and 5.0 g (4.7 mmol) of palladium on carbon (10%) are added and the mixture is hydrogenated at RT under atmospheric pressure for 96 h. Water is then added until the organic solid formed has gone back into solution, and the catalyst is filtered off through silica gel. The filtrate is concentrated and the residue is purified by column chromatogr... Starting materials: [Br-], C1CCOC1, COc1ccccc1[Mg+], O=C1CCc2ccc(Cl)cc21, Cl, O, Cc1ccc(S(=O)(=O)O)cc1. The product is COc1ccccc1C1=CCc2ccc(Cl)cc21. RXN SMILES: [Br-:12].[CH2:35]1[O:36][CH2:37][CH2:38][CH2:39]1.[CH3:13][O:14][c:15]1[c:16]([Mg+:21])[cH:17][cH:18][cH:19][cH:20]1.[Cl:1][c:2]1[cH:3][cH:4][c:5]2[c:9]([cH:10]1)[C:8](=[O:11])[CH2:7][CH2:6]2.[ClH:22].[OH2:23].[c:24]1([CH3:25])[cH:26][cH:27][c:28]([S:29]([OH:30])(=[O:31])=[O:32])[cH:33][cH:34]1>>[Cl:1][c:2]1[cH:3][cH:4][c:5]2[c:9]([cH:10]1)[C:8]([c:16]1[c:15]([O:14][CH3:13])[cH:20][cH:19][cH:18][cH:17]1)=[CH:7][CH2:6]2. The reactants are Br, Br, CC(=O)O, ClCCl, O=C1CCc2c1cccc2-c1ccc(C(F)(F)F)cc1, [Na+], O, O=S([O-])O. Yields the product O=C1c2cccc(-c3ccc(C(F)(F)F)cc3)c2CC1Br. RXN SMILES: [Br:22].[BrH:21].[CH3:28][C:29](=[O:30])[OH:31].[Cl:32][CH2:33][Cl:34].[F:1][C:2]([c:3]1[cH:4][cH:5][c:6](-[c:9]2[c:10]3[c:14]([cH:15][cH:16][cH:17]2)[C:13](=[O:18])[CH2:12][CH2:11]3)[cH:7][cH:8]1)([F:19])[F:20].[Na+:27].[OH2:35].[S:23](=[O:24])([OH:25])[O-:26]>>[F:1][C:2]([c:3]1[cH:4][cH:5][c:6](-[c:9]2[c:10]3[c:14]([cH:15][cH:16][cH:17]2)[C:13](=[O:18])[CH:12]([Br:21])[CH2:11]3)[cH:7][cH:8]1)([F:19])[F:20]. Reactants: ClC1=C(C=CC(=C1)Cl)C=1N=C(C(=NC1CC)N[C@H]1[C@H](CC2=CC=CC=C12)OCC)CC (5-(2,4-dichlorophenyl)-N-[(1R,2S)-2-ethoxy-2,3-dihydro-1H-inden-1-yl]-3,6-diethylpyrazin-2-amine), ClC1=C(C=CC(=C1)Cl)C=1N=C(C(=NC1C)N[C@H]1[C@H](CC2=CC=CC=C12)O)C ((1R,2S)-1-{[5-(2,4-dichlorophenyl)-3,6-dimethylpyrazin-2-yl]amino}-2,3-dihydro-1H-inden-2-ol). Yields the product ClC1=C(C=CC(=C1)Cl)C=1N=C(C(=NC1C)N[C@H]1[C@H](CC2=CC=CC=C12)OCC)C (5-(2,4-dichlorophenyl)-N-[(1R,2S)-2-ethoxy-2,3-dihydro-1H-inden-1-yl]-3,6-dimethylpyrazin-2-amine). RXN SMILES: [Cl:1][C:2]1[CH:7]=[C:6]([Cl:8])[CH:5]=[CH:4][C:3]=1[C:9]1[N:10]=[C:11]([CH2:30]C)[C:12]([NH:17][C@@H:18]2[C:26]3[C:21](=[CH:22][CH:23]=[CH:24][CH:25]=3)[CH2:20][C@@H:19]2[O:27][CH2:28][CH3:29])=[N:13][C:14]=1[CH2:15]C.ClC1C=C(Cl)C=CC=1C1N=C(C)C(N[C@@H]2C3C(=CC=CC=3)C[C@@H]2O)=NC=1C>>[Cl:1][C:2]1[CH:7]=[C:6]([Cl:8])[CH:5]=[CH:4][C:3]=1[C:9]1[N:10]=[C:11]([CH3:30])[C:12]([NH:17][C@@H:18]2[C:26]3[C:21](=[CH:22][CH:23]=[CH:24][CH:25]=3)[CH2:20][C@@H:19]2[O:27][CH2:28][CH3:29])=[N:13][C:14]=1[CH3:15]. Procedure: Following the procedure for the preparation of 5-(2,4-dichlorophenyl)-N-[(1R,2S)-2-ethoxy-2,3-dihydro-1H-inden-1-yl]-3,6-diethylpyrazin-2-amine but substituting (1R,2S)-1-{[5-(2,4-dichlorophenyl)-3,6-dimethylpyrazin-2-yl]amino}-2,3-dihydro-1H-inden-2-ol and making non-critical variations provided the title compound as a oil: 1H NMR (300 MHz, CDCl3) δ); 7.50–7.48, 7.32–7.28, 5.81, 5.48, 4.38, 3.70, 3.52, 3.14, 2.41, 2.26, 1.20; HRMS (FAB) calcd for C23H23Cl2N3O+H 428.1296, found 428.1288. The reactants are crude product, C(C1=CC=CC=C1)ON (O-benzylhydroxylamine), COC=1C=C2CCC(C(C2=CC1)=O)CCCCC(=O)O (5-(6-methoxy-1-oxo-1,2,3,4-tetrahydro-naphthalen-2-yl)-pentanoic acid), C(C)OC(=O)C1C(C2=CC=CC(=C2CC1)OC)=O (5-methoxy-1-oxo-1,2,3,4-tetrahydro-naphthalene-2-carboxylic acid ethyl ester), C(C)OC(CCCCCBr)=O (ethyl-6-bromo-hexanoate), 2-(5-benzyloxycarbamoyl-pentyl)-5-methoxy-1-oxo-1,2,3,4-tetrahydro-naphtalene-2-carboxyclic, C(C1=CC=CC=C1)ONC(CCCCCC1C(C2=CC=CC(=C2CC1)OC)=O)=O (6-(5-methoxy-1-oxo-1,2,3,4-tetrahydro-naphtalen-2-yl)-hexanoic acid benzyloxy-amide), C(C)OC(=O)C1C(C2=CC=C(C=C2CC1)Cl)=O (6-chloro-1-oxo-1,2,3,4-tetrahydro-naphthalene-2-carboxylic acid ethyl ester), C(C1=CC=CC=C1)ONC(CCCCC1C(C2=CC=C(C=C2CC1)OC)=O)=O (5-(6-Methoxy-1-oxo-1,2,3,4-tetrahydro-naphthalen-2-yl)-pentanoic acid benzyloxy-amide). The reagents and catalysts are [Pd].[O-]S(=O)(=O)[O-].[Ba+2] (Pd/C BaSO4). Solvent: COC1=C2CCC(C(C2=CC=C1)=O)CCCCCC(=O)O (6-(5-methoxy-1-oxo-1,2,3,4-tetrahydro-naphthalen-2-yl)-hexanoic acid), C(C)OC(=O)C1(C(C2=CC=CC(=C2CC1)OC)=O)CCCCCC(=O)O (2-(5-Carboxy-pentyl)-5-methoxy-1-oxo-1,2,3,4-tetrahydro-naphtalene-2-carboxylic acid ethyl ester), CO (methanol). Yields the product COC1=C2CCC(C(C2=CC=C1)=O)C(CCCC(=O)O)C (5-(5-methoxy-1-oxo-1,2,3,4-tetrahydro-naphthalen-2-yl)-hexanoic acid). RXN SMILES: C(OC([CH:6]1[CH2:15][CH2:14][C:13]2[C:8](=[CH:9][CH:10]=[CH:11][C:12]=2[O:16][CH3:17])[C:7]1=[O:18])=O)C.C([O:21][C:22](=[O:29])[CH2:23][CH2:24][CH2:25][CH2:26][CH2:27]Br)C.C(OC(C1CCC2C(=CC=C(Cl)C=2)C1=O)=O)C.C(ON)C1C=CC=CC=1.COC1C=C2C(=CC=1)C(=O)C(CCCCC(O)=O)CC2.C(ONC(=O)CCCCC1CCC2C(=CC=C(OC)C=2)C1=O)C1C=CC=CC=1.C(ONC(=O)CCCCCC1CCC2C(=CC=CC=2OC)C1=O)C1C=CC=CC=1>COC1C=CC=C2C=1CCC(CCCCCC(O)=O)C2=O.C(OC(C1(CCCCCC(O)=O)CCC2C(=CC=CC=2OC)C1=O)=O)C.CO.[Pd].[O-]S([O-])(=O)=O.[Ba+2]>[CH3:17][O:16][C:12]1[CH:11]=[CH:10][CH:9]=[C:8]2[C:13]=1[CH2:14][CH2:15][CH:6]([CH:26]([CH3:27])[CH2:25][CH2:24][CH2:23][C:22]([OH:21])=[O:29])[C:7]2=[O:18] |f:10.11.12|. Procedure: 5-methoxy-1-oxo-1,2,3,4-tetrahydro-naphthalene-2-carboxylic acid ethyl ester (2,34 g; 8a) (Genet, J. P., et al., Tetrahedron Lett. 35 (1994) 4559-4562) is treated with ethyl-6-bromo-hexanoate in a analogues way to that described for the conversion of 3a in example 3. This resulted in a mixture of 6-(5-methoxy-1-oxo-1,2,3,4-tetrahydro-naphthalen-2-yl)-hexanoic acid (8b) and 2-(5-Carboxy-pentyl)-5-methoxy-1-oxo-1,2,3,4-tetrahydro-naphtalene-2-carboxylic acid ethyl ester (8c) in a ratio of approxim... Starting materials: COC(=O)c1cc(OCCCc2ccccc2)cc(OCCCc2ccccc2)c1, CO, [Na+], C1COCCO1, [OH-]. The product is O=C(O)c1cc(OCCCc2ccccc2)cc(OCCCc2ccccc2)c1. As a reaction SMILES: [CH3:1][O:2][C:3]([c:4]1[cH:5][c:6]([O:20][CH2:21][CH2:22][CH2:23][c:24]2[cH:25][cH:26][cH:27][cH:28][cH:29]2)[cH:7][c:8]([O:10][CH2:11][CH2:12][CH2:13][c:14]2[cH:15][cH:16][cH:17][cH:18][cH:19]2)[cH:9]1)=[O:30].[CH3:33][OH:34].[Na+:32].[O:35]1[CH2:36][CH2:37][O:38][CH2:39][CH2:40]1.[OH-:31]>>[O:2]=[C:3]([c:4]1[cH:5][c:6]([O:20][CH2:21][CH2:22][CH2:23][c:24]2[cH:25][cH:26][cH:27][cH:28][cH:29]2)[cH:7][c:8]([O:10][CH2:11][CH2:12][CH2:13][c:14]2[cH:15][cH:16][cH:17][cH:18][cH:19]2)[cH:9]1)[OH:30]. The solvent is N1=CC=CC=C1 (pyridine). Reaction SMILES: [C:1]([O:4][C:5]1[C:6]([CH3:19])=[C:7]2[C:12](=[C:13]([CH3:16])[C:14]=1[CH3:15])[O:11][C:10]([OH:18])([CH3:17])[CH2:9][CH2:8]2)(=[O:3])[CH3:2].C[O:21][C:22]([CH2:24]P(OC)(OC)=O)=O.[C:31](OC(=O)C)(=O)C>N1C=CC=CC=1>[C:22]([O:18][C:10]1([CH3:17])[CH:9]([CH3:31])[CH2:8][C:7]2[C:12](=[C:13]([CH3:16])[C:14]([CH3:15])=[C:5]([O:4][C:1](=[O:3])[CH3:2])[C:6]=2[CH3:19])[O:11]1)(=[O:21])[CH3:24]. Yields the product C(C)(=O)OC1(OC2=C(C(=C(C(=C2CC1C)C)OC(C)=O)C)C)C ((±)-methyl-(6-acetoxy-2, 5,7,8-tetramethylchroman-2-yl) acetate). Reported procedure: By the procedure of Example 6, 26.43 g. (0.10 mol.) of (±)-6-acetoxy-2-hydroxy-2,5,7,8-tetramethylchroman was reacted with trimethyl phosphonoacetate and then with 80 ml. of pyridine and 120 ml. of acetic anhydride by stirring under N 2 overnight. The solution was poured into ice-H 2 O and worked up and dried in the manner of Example 2. The crude product was filtered throgh 750 g. of 0.05-0.2 mm silica gel with 95:5 parts by volume benzene ether and then distilled to give (±)-methyl-(6-acetoxy-2... Reactants: ice-H, C(C)(=O)OC=1C(=C2CCC(OC2=C(C1C)C)(C)O)C ((±)-6-acetoxy-2-hydroxy-2,5,7,8-tetramethylchroman), COC(=O)CP(=O)(OC)OC (trimethyl phosphonoacetate), C(C)(=O)OC(C)=O (acetic anhydride). The reactants are C(C1=CC=CC=C1)[C@@H]([C@H](C[C@@H](C)C(NCCC(C)(C)C)=O)O)NC(C1=CC(=CC(=C1)C1=CC=CC=C1)N1C(CCC1)=O)=O (N-[(1S,2S,4R)-1-Benzyl-4-(3,3-dimethylbutylcarbamoyl)-2-hydroxypentyl]-3-(2-oxopyrrolidin-1-yl)-5-phenylbenzamide), CN(C(C=1C=C(C(=O)O)C=C(C1)N1C(CCC1)=O)=O)CCC (N-Methyl-5-(2-oxo-pyrrolidin-1-yl)-N-propyl-isophthalamic acid), C12C(CC(CC1)C2)NC([C@@H](C[C@@H]([C@H](CC2=CC=CC=C2)N)O)C)=O ((2R,4S,5S)-5-Amino-4-hydroxy-2-methyl-6-phenylhexanoic acid (bicyclo[2.2.1]hept-2-yl)amide). Product: C(C1=CC=CC=C1)[C@@H]([C@H](C[C@@H](C)C(NC1C2CCC(C1)C2)=O)O)NC(C2=CC(C(=O)N(CCC)C)=CC(=C2)N2C(CCC2)=O)=O (N-[(1S,2S,4R)-1-Benzyl-4-(bicyclo[2.2.1]hept-2-ylcarbamoyl)-2-hydroxy-pentyl]-N′-methyl-5-(2-oxo-pyrrolidin-1-yl)-N′-propyl-isophthalamide). Reaction SMILES: C([C@H](NC(=O)C1C=C(C2C=CC=CC=2)C=C(N2CCCC2=O)C=1)[C@@H](O)C[C@H](C(=O)NCCC(C)(C)C)C)C1C=CC=CC=1.[CH3:44][N:45]([CH2:63][CH2:64][CH3:65])[C:46](=[O:62])[C:47]1[CH:48]=[C:49]([CH:53]=[C:54]([N:56]2[CH2:60][CH2:59][CH2:58][C:57]2=[O:61])[CH:55]=1)[C:50](O)=[O:51].[CH:66]12[CH2:72][CH:69]([CH2:70][CH2:71]1)[CH2:68][CH:67]2[NH:73][C:74](=[O:89])[C@H:75]([CH3:88])[CH2:76][C@H:77]([OH:87])[C@@H:78]([NH2:86])[CH2:79][C:80]1[CH:85]=[CH:84][CH:83]=[CH:82][CH:81]=1>>[CH2:79]([C@H:78]([NH:86][C:50](=[O:51])[C:49]1[CH:53]=[C:54]([N:56]2[CH2:60][CH2:59][CH2:58][C:57]2=[O:61])[CH:55]=[C:47]([C:46]([N:45]([CH3:44])[CH2:63][CH2:64][CH3:65])=[O:62])[CH:48]=1)[C@@H:77]([OH:87])[CH2:76][C@H:75]([C:74](=[O:89])[NH:73][CH:67]1[CH2:68][CH:69]2[CH2:72][CH:66]1[CH2:71][CH2:70]2)[CH3:88])[C:80]1[CH:85]=[CH:84][CH:83]=[CH:82][CH:81]=1. Reported procedure: Prepared in an analogous manner to E6, from N-methyl-5-(2-oxo-pyrrolidin-1-yl)-N-propyl-isophthalamic acid (D65) and (2R,4S,5S)-5-amino-4-hydroxy-2-methyl-6-phenylhexanoic acid (bicyclo[2.2.1]hept-2-yl)amide (D29).